This data is from the Open Reaction Database (ORD), a public repository of structured organic reaction records. The task is: describe an organic reaction: reactants, conditions, products, and yield Reactants: CC(C)(C)OC(=O)N1CCC(N)CC1, COc1ccc(C(=O)O)cc1OCCc1ccc(Cl)cc1Cl, ClCCl, [Na+], O=C([O-])O. The product is COc1ccc(C(=O)NC2CCN(C(=O)OC(C)(C)C)CC2)cc1OCCc1ccc(Cl)cc1Cl. Reaction SMILES: [C:23](=[O:24])([O:25][C:26]([CH3:27])([CH3:28])[CH3:29])[N:30]1[CH2:31][CH2:32][CH:33]([NH2:36])[CH2:34][CH2:35]1.[Cl:1][c:2]1[c:3]([CH2:9][CH2:10][O:11][c:12]2[cH:13][c:14]([C:15](=[O:16])[OH:17])[cH:18][cH:19][c:20]2[O:21][CH3:22])[cH:4][cH:5][c:6]([Cl:8])[cH:7]1.[Cl:42][CH2:43][Cl:44].[Na+:41].[O-:37][C:38]([OH:39])=[O:40]>>[Cl:1][c:2]1[c:3]([CH2:9][CH2:10][O:11][c:12]2[cH:13][c:14]([C:15](=[O:17])[NH:36][CH:33]3[CH2:32][CH2:31][N:30]([C:23](=[O:24])[O:25][C:26]([CH3:27])([CH3:28])[CH3:29])[CH2:35][CH2:34]3)[cH:18][cH:19][c:20]2[O:21][CH3:22])[cH:4][cH:5][c:6]([Cl:8])[cH:7]1. Reactants: N(=[N+]=[N-])CC=1N=CN(C1)C1=CC=C(C=C1)N1C(C=CC=C1)=O (1-(4-(4-(azidomethyl)-1H-imidazol-1-yl)phenyl)pyridin-2(1H)-one), Cl[Sn]Cl (SnCl2). Solvent: CO (MeOH), CCOC(=O)C (EtOAc). Product: NCC=1N=CN(C1)C1=CC=C(C=C1)N1C(C=CC=C1)=O (1-(4-(4-(aminomethyl)-1H-imidazol-1-yl)phenyl)pyridin-2(1H)-one). As a reaction SMILES: [N:1]([CH2:4][C:5]1[N:6]=[CH:7][N:8]([C:10]2[CH:15]=[CH:14][C:13]([N:16]3[CH:21]=[CH:20][CH:19]=[CH:18][C:17]3=[O:22])=[CH:12][CH:11]=2)[CH:9]=1)=[N+]=[N-].Cl[Sn]Cl>CO.CCOC(C)=O>[NH2:1][CH2:4][C:5]1[N:6]=[CH:7][N:8]([C:10]2[CH:11]=[CH:12][C:13]([N:16]3[CH:21]=[CH:20][CH:19]=[CH:18][C:17]3=[O:22])=[CH:14][CH:15]=2)[CH:9]=1. Procedure details: To a solution of 1-(4-(4-(azidomethyl)-1H-imidazol-1-yl)phenyl)pyridin-2(1H)-one prepared above (203 mg, 0.695 mmol) in MeOH (6 mL) and EtOAc (6 mL), SnCl2 2H2O (343 mg, 1.52 mmol) was added. After the mixture was heated to reflux for 1 h, it was concentrated in vacuo. The residue was purified by HPLC to give 1-(4-(4-(aminomethyl)-1H-imidazol-1-yl)phenyl)pyridin-2(1H)-one (145 mg). MS 267 (M+H). The reactants are CC(C)(C)OC(=O)NC(C)(C)c1cccc(C2CC2)n1, CCOCC, CO, Cl. Product: CC(C)(N)c1cccc(C2CC2)n1. Reaction SMILES: [C:1]([O:2][C:3](=[O:4])[NH:7][C:8]([CH3:9])([CH3:10])[c:11]1[n:12][c:13]([CH:17]2[CH2:18][CH2:19]2)[cH:14][cH:15][cH:16]1)([CH3:5])([CH3:6])[CH3:20].[CH3:22][CH2:23][O:24][CH2:25][CH3:26].[CH3:27][OH:28].[ClH:21]>>[NH2:7][C:8]([CH3:9])([CH3:10])[c:11]1[n:12][c:13]([CH:17]2[CH2:18][CH2:19]2)[cH:14][cH:15][cH:16]1. RXN SMILES: [CH2:1]([c:2]1[cH:3][cH:4][cH:5][cH:6][cH:7]1)[O:8][C:9]([CH:10]([NH2:11])[CH:12]([CH3:13])[CH3:14])=[O:15].[CH3:16][Si:17]([C:18]#[N:19])([CH3:20])[CH3:21].[CH3:22][O:23][c:24]1[c:25]([CH3:36])[c:26]([CH3:35])[c:27]([S:31](=[O:32])(=[O:33])[Cl:34])[c:28]([CH3:30])[cH:29]1.[CH3:38][C:39]#[N:40].[CH3:41][CH2:42][O:43][C:44](=[O:45])[CH3:46].[ClH:37]>>[CH2:1]([c:2]1[cH:3][cH:4][cH:5][cH:6][cH:7]1)[O:8][C:9]([CH:10]([NH:11][S:31]([c:27]1[c:26]([CH3:35])[c:25]([CH3:36])[c:24]([O:23][CH3:22])[cH:29][c:28]1[CH3:30])(=[O:32])=[O:33])[CH:12]([CH3:13])[CH3:14])=[O:15]. The product is COc1cc(C)c(S(=O)(=O)NC(C(=O)OCc2ccccc2)C(C)C)c(C)c1C. Starting materials: CC(C)C(N)C(=O)OCc1ccccc1, C[Si](C)(C)C#N, COc1cc(C)c(S(=O)(=O)Cl)c(C)c1C, CC#N, CCOC(C)=O, Cl. The reactants are S(=O)(Cl)Cl (thionyl chloride), CN(C)C=O (DMF), FC1=C(C(=O)O)C=C(C=C1)C=1N=C(SC1)C=1C=NC=CC1C(F)(F)F (2-Fluoro-5-{2-[4-(trifluoromethyl)pyridin-3-yl]-1,3-thiazol-4-yl}benzoic acid). Solvent: C1CCOC1 (THF). Run at temperature 5 celsius, time 30 minute. Product: FC1=C(C(=O)N)C=C(C=C1)C=1N=C(SC1)C=1C=NC=CC1C(F)(F)F (2-fluoro-5-{2-[4-(trifluoromethyl)pyridin-3-yl]-1,3-thiazol-4-yl}benzamide). RXN SMILES: [F:1][C:2]1[CH:10]=[CH:9][C:8]([C:11]2[N:12]=[C:13]([C:16]3[CH:17]=[N:18][CH:19]=[CH:20][C:21]=3[C:22]([F:25])([F:24])[F:23])[S:14][CH:15]=2)=[CH:7][C:3]=1[C:4](O)=[O:5].S(Cl)(Cl)=O.C[N:31](C=O)C>C1COCC1>[F:1][C:2]1[CH:10]=[CH:9][C:8]([C:11]2[N:12]=[C:13]([C:16]3[CH:17]=[N:18][CH:19]=[CH:20][C:21]=3[C:22]([F:25])([F:24])[F:23])[S:14][CH:15]=2)=[CH:7][C:3]=1[C:4]([NH2:31])=[O:5]. Procedure details: 2-Fluoro-5-{2-[4-(trifluoromethyl)pyridin-3-yl]-1,3-thiazol-4-yl}benzoic acid (205 mg) was dissolved in THF (5 ml) and thionyl chloride (0.06 ml) and DMF (0.01 ml) were added. The mixture was heated under reflux for 2 hrs. The reaction mixture was concentrated under reduced pressure and re-dissolved in THF (5 ml). 28% Aqueous ammonia (3 ml) cooled to 5° C. was gradually added. The reaction mixture was stirred at room temperature for 30 min. and extracted with ethyl acetate. The organic layer was... The reactants are BrC1=C2C=CC=CC2=C(C2=C1SC(=C2C)C)C2=CC(=C(OS(=O)(=O)C1=CC(=C(C(=O)O)C=C1)O)C=C2)C2CCCC2 (4-[4-(9-Bromo-2,3-dimethyl-naphtho[2,3-b]thiophen-4-yl)-2-cyclopentyl-phenoxysulfonyl]-2-hydroxy-benzoic acid), C(C)(=O)OC(C)=O (acetic anhydride), [I-].[Mg+2].[I-] (magnesium iodide). The product is C(C)(=O)OC1=C(C(=O)O)C=CC(=C1)S(=O)(=O)OC1=C(C=C(C=C1)C1=C2C=CC=CC2=C(C=2SC(=C(C21)C)C)Br)C2CCCC2 (2-Acetoxy-4- [4-(9-bromo-2,3-dimethyl-naphtho[2,3-b]thiophen-4-yl)-2-cyclopentyl-phenoxysulfonyl]-benzoic acid). Yield: 78.5%. As a reaction SMILES: [Br:1][C:2]1[C:11]2[S:12][C:13]([CH3:16])=[C:14]([CH3:15])[C:10]=2[C:9]([C:17]2[CH:36]=[CH:35][C:20]([O:21][S:22]([C:25]3[CH:33]=[CH:32][C:28]([C:29]([OH:31])=[O:30])=[C:27]([OH:34])[CH:26]=3)(=[O:24])=[O:23])=[C:19]([CH:37]3[CH2:41][CH2:40][CH2:39][CH2:38]3)[CH:18]=2)=[C:8]2[C:3]=1[CH:4]=[CH:5][CH:6]=[CH:7]2.[C:42](OC(=O)C)(=[O:44])[CH3:43].[I-].[Mg+2].[I-]>>[C:42]([O:34][C:27]1[CH:26]=[C:25]([S:22]([O:21][C:20]2[CH:35]=[CH:36][C:17]([C:9]3[C:10]4[C:14]([CH3:15])=[C:13]([CH3:16])[S:12][C:11]=4[C:2]([Br:1])=[C:3]4[C:8]=3[CH:7]=[CH:6][CH:5]=[CH:4]4)=[CH:18][C:19]=2[CH:37]2[CH2:41][CH2:40][CH2:39][CH2:38]2)(=[O:24])=[O:23])[CH:33]=[CH:32][C:28]=1[C:29]([OH:31])=[O:30])(=[O:44])[CH3:43] |f:2.3.4|. Reported procedure: Using 4-[4-(9-Bromo-2,3-dimethyl-naphtho[2,3-b]thiophen-4-yl)-2-cyclopentyl-phenoxysulfonyl]-2-hydroxy-benzoic acid (0.293 g, 0.450 mmol), acetic anhydride (3.6 mL, 38.2 mmol) and magnesium iodide (0.125 g, 0.450 mmol) the tidle compound was prepared according to the procedure in Example 5. Purification on 2% H3PO4 /MeOH treated silica gel, eluting with a 10 & 30% EtOAc/pet. ether step gradient gave 0.245 g (79%) of the title compound as a colorless solid, mp 155-167° C.; 1H NMR (DMSO-d6) δ 1.32... Isolated yield 40.0%. Starting materials: C1(CCCC1)C(CC#N)N1N=CC(=C1)C1=NC(=CC=2N1C=CN2)C2=CC=C(C=C2)N2CCOCC2 (3-cyclopentyl-3-(4-(7-(4-morpholinophenyl)imidazo[1,2-c]pyrimidin-5-yl)-1H-pyrazol-1-yl)propanenitrile), C(C)O (Ethanol). The solvent is Hexanes. The product is C1(CCCC1)C(CC#N)N1N=CC(=C1)C1=NC(=CC=2N1C=CN2)C2=CC=C(C=C2)C2CCN(CC2)C (3-cyclopentyl-3-(4-(7-(4-(1-methylpiperidin-4-yl)phenyl)imidazo[1,2-c]pyrimidin-5-yl)-1H-pyrazol-1-yl)propanenitrile). As a reaction SMILES: [CH:1]1([CH:6]([N:10]2[CH:14]=[C:13]([C:15]3[N:20]4[CH:21]=[CH:22][N:23]=[C:19]4[CH:18]=[C:17]([C:24]4[CH:29]=[CH:28][C:27](N5CCOCC5)=[CH:26][CH:25]=4)[N:16]=3)[CH:12]=[N:11]2)[CH2:7][C:8]#[N:9])[CH2:5][CH2:4][CH2:3][CH2:2]1.[CH2:36](O)[CH3:37]>>[CH:1]1([CH:6]([N:10]2[CH:14]=[C:13]([C:15]3[N:20]4[CH:21]=[CH:22][N:23]=[C:19]4[CH:18]=[C:17]([C:24]4[CH:25]=[CH:26][C:27]([CH:37]5[CH2:36][CH2:15][N:20]([CH3:21])[CH2:19][CH2:18]5)=[CH:28][CH:29]=4)[N:16]=3)[CH:12]=[N:11]2)[CH2:7][C:8]#[N:9])[CH2:5][CH2:4][CH2:3][CH2:2]1. Procedure details: 3-Cyclopentyl-3-(4-(7-(4-morpholinophenyl)imidazo[1,2-c]pyrimidin-5-yl)-1H-pyrazol-1-yl)propanenitrile (Example 113; 0.015 g, 0.032 mmol) was separated by chiral HPLC (Chiral Tech. OD-H, 2.2 cm×250 mm; 220 nm, 21 mL/min; 50% Ethanol: 50% Hexanes). Peak 1 was isolated to afford the single enantiomer 1 of 3-cyclopentyl-3-(4-(7-(4-(1-methylpiperidin-4-yl)phenyl)imidazo[1,2-c]pyrimidin-5-yl)-1H-pyrazol-1-yl)propanenitrile (6.0 mg, 40% yield). MS (apci) m/z=468.2 (M+H). Starting materials: C(C)N1C=NC(=C1C=1SC=2N=CN=C(C2N1)SC)C1=CC=CC=C1 (2-(1-ethyl-4-phenyl-1H-imidazol-5-yl)-7-(methylthio)[1,3]thiazolo[5,4-d]pyrimidine), solid, C(C)N1C=NC(=C1C=1SC=2N=CN=C(C2N1)SC)C1=CC=CC=C1 (2-(1-ethyl-4-phenyl-1H-imidazol-5-yl)-7-(methylthio)[1,3]thiazolo[5,4-d]pyrimidine), C(C)N1C=NC(=C1C1=CC2=C(N=CN=C2SC)S1)C1=CC=CC=C1 (6-(1-ethyl-4-phenyl-1H-imidazol-5-yl)-4-(methylthio)thieno[2,3-d]pyrimidine). Product: C(C)N1C=NC(=C1C=1SC=2N=CN=C(C2N1)N)C1=CC=CC=C1 (2-(1-Ethyl-4-phenyl-1H-imidazol-5-yl)[1,3]thiazolo[5,4-d]pyrimidin-7-amine). As a reaction SMILES: [CH2:1]([N:3]1[C:7]([C:8]2[S:9][C:10]3[N:11]=[CH:12][N:13]=[C:14](SC)[C:15]=3[N:16]=2)=[C:6]([C:19]2[CH:24]=[CH:23][CH:22]=[CH:21][CH:20]=2)[N:5]=[CH:4]1)[CH3:2].C([N:27]1C(C2SC3N=CN=C(SC)C=3C=2)=C(C2C=CC=CC=2)N=C1)C>>[CH2:1]([N:3]1[C:7]([C:8]2[S:9][C:10]3[N:11]=[CH:12][N:13]=[C:14]([NH2:27])[C:15]=3[N:16]=2)=[C:6]([C:19]2[CH:24]=[CH:23][CH:22]=[CH:21][CH:20]=2)[N:5]=[CH:4]1)[CH3:2]. Reported procedure: The title compound was prepared by a similar process to that described for Example 56 but using 2-(1-ethyl-4-phenyl-1H-imidazol-5-yl)-7-(methylthio)[1,3]thiazolo[5,4-d]pyrimidine (Intermediate 78) in place of 6-(1-ethyl-4-phenyl-1H-imidazol-5-yl)-4-(methylthio)thieno-[2,3-d]pyrimidine (Intermediate 70). Yellow solid (60 mg, 64%); The reactants are CC(=O)[O-], COc1cc(C=O)cc2c1OC(C)(C)C2, CCOC(C)=O, C[N+](=O)[O-], [NH4+]. The product is COc1cc(C=C[N+](=O)[O-])cc2c1OC(C)(C)C2. RXN SMILES: [CH3:17][C:18](=[O:19])[O-:20].[CH3:1][O:2][c:3]1[cH:4][c:5]([CH:14]=[O:15])[cH:6][c:7]2[c:11]1[O:10][C:9]([CH3:12])([CH3:13])[CH2:8]2.[CH3:25][CH2:26][O:27][C:28](=[O:29])[CH3:30].[N+:21](=[O:22])([O-:23])[CH3:24].[NH4+:16]>>[CH3:1][O:2][c:3]1[cH:4][c:5]([CH:14]=[CH:24][N+:21](=[O:22])[O-:23])[cH:6][c:7]2[c:11]1[O:10][C:9]([CH3:12])([CH3:13])[CH2:8]2. The reactants are OC1=CC=C(C=C1)C(C)(C)C1=CC=C(C=C1)O (bisphenol-A), solution, C[N+](C)(C)C.[OH-] (TMAH), [OH-].[Na+] (NaOH), [N+](=O)([O-])[O-].[Ag+] (silver nitrate). Solvent: CO (methanol). Conditions: temperature 180 celsius, time 15 minute. Yields the product CC(C)(C1=CC=C(C=C1)O)C2=CC=C(C=C2)O.C(=O)(O)O (bisphenol-A polycarbonate), [Ag] (silver). As a reaction SMILES: [OH:1][C:2]1[CH:7]=[CH:6][C:5]([C:8]([C:11]2[CH:16]=[CH:15][C:14]([OH:17])=[CH:13][CH:12]=2)([CH3:10])[CH3:9])=[CH:4][CH:3]=1.C[N+](C)(C)C.[OH-:23].[OH-:24].[Na+].[N+]([O-])([O-])=O.[Ag+:30]>CO>[CH3:10][C:8]([C:5]1[CH:6]=[CH:7][C:2]([OH:1])=[CH:3][CH:4]=1)([C:11]1[CH:12]=[CH:13][C:14]([OH:17])=[CH:15][CH:16]=1)[CH3:9].[C:14]([OH:17])([OH:24])=[O:23].[Ag:30] |f:1.2,3.4,5.6,8.9|. Procedure details: In a round bottom flask 0.15 grams of silver nitrate was dissolved in 15 grams of methanol. The solution was added to a glass tube reactor containing bisphenol-A (24 g) and DPC (23.35 grams). 800 microliters of a solution containing TMAH (2.6 mg) and NaOH (9.58 mg) were added as a catalyst to the reactant mixture and the resultant mixture was purged with nitrogen and heated to a temperature of 180° C. under stirring at a speed of 90 rpm. After 15 minutes the pressure in the tube reactor reached ...